From a dataset of the Open Reaction Database (ORD), a public repository of structured organic reaction records. describe an organic reaction: reactants, conditions, products, and yield The reactants are BrCC1CCCCC1, CN(C)C=O, O=C1c2ccccc2C(=O)N1O. The product is O=C1c2ccccc2C(=O)N1OCC1CCCCC1. RXN SMILES: [Br:13][CH2:14][CH:15]1[CH2:16][CH2:17][CH2:18][CH2:19][CH2:20]1.[O:21]=[CH:22][N:23]([CH3:24])[CH3:25].[OH:1][N:2]1[C:3](=[O:12])[c:4]2[c:5]([cH:8][cH:9][cH:10][cH:11]2)[C:6]1=[O:7]>>[O:1]([N:2]1[C:3](=[O:12])[c:4]2[c:5]([cH:8][cH:9][cH:10][cH:11]2)[C:6]1=[O:7])[CH2:14][CH:15]1[CH2:16][CH2:17][CH2:18][CH2:19][CH2:20]1. The reactants are ClCCl, COC(=O)c1ccc2oc3cc(SC)ccc3c(=O)c2c1, O=C(OO)c1cccc(Cl)c1. Product: COC(=O)c1ccc2oc3cc(S(C)=O)ccc3c(=O)c2c1. Reaction SMILES: [CH2:33]([Cl:34])[Cl:35].[CH3:1][S:2][c:3]1[cH:4][c:5]2[o:6][c:7]3[cH:8][cH:9][c:10]([C:18](=[O:19])[O:20][CH3:21])[cH:11][c:12]3[c:13](=[O:17])[c:14]2[cH:15][cH:16]1.[Cl:22][c:23]1[cH:24][cH:25][cH:26][c:27]([C:28]([O:29][OH:31])=[O:30])[cH:32]1>>[CH3:1][S:2]([c:3]1[cH:4][c:5]2[o:6][c:7]3[cH:8][cH:9][c:10]([C:18](=[O:19])[O:20][CH3:21])[cH:11][c:12]3[c:13](=[O:17])[c:14]2[cH:15][cH:16]1)=[O:30]. Starting materials: C(C)O.CO (ethanol methanol), C(CCCCCCCCCCC)C1=C(C=CC=C1)S(=O)(=O)O (dodecylbenzenesulfonic acid), ClCCC[Si](OCC)(OCC)OC (3-chloropropylmethoxydiethoxysilane), CO[Si](OC)(OC)OC (tetramethoxysilane). The solvent is C(C)O (ethanol), C(C)O (ethanol). Yields the product ClCCC[Si](OCC)(OCC)OCC (3-Chloropropyltriethoxysilane), ClCCC[Si](OCC)(OCC)OC (3-chloropropylmethoxydiethoxysilane), C(C)O[Si](OCC)(OCC)OCC (tetraethoxysilane). Isolated yield 7.0%. Reaction SMILES: [Cl:1][CH2:2][CH2:3][CH2:4][Si:5]([O:12][CH3:13])([O:9][CH2:10][CH3:11])[O:6][CH2:7][CH3:8].[CH2:14]([OH:16])[CH3:15].CO.C([C:31]1[CH:36]=CC=CC=1S(O)(=O)=O)CCCCCCCCCCC.CO[Si](OC)(OC)OC>C(O)C>[Cl:1][CH2:2][CH2:3][CH2:4][Si:5]([O:12][CH2:13][CH3:14])([O:6][CH2:7][CH3:8])[O:9][CH2:10][CH3:11].[Cl:1][CH2:2][CH2:3][CH2:4][Si:5]([O:12][CH3:13])([O:6][CH2:7][CH3:8])[O:9][CH2:10][CH3:11].[CH2:14]([O:16][Si:5]([O:12][CH2:36][CH3:31])([O:9][CH2:10][CH3:11])[O:6][CH2:7][CH3:8])[CH3:15] |f:1.2|. Procedure details: Similar product, containing less than 0.3% 3-chloropropylmethoxydiethoxysilane, was prepared under similar conditions except that an ethanol/methanol mixture (96% ethanol) was fed at midpoint of the first column with pure ethanol being fed to its bottom flask and dodecylbenzenesulfonic acid (0.2 wt-% relative to starting silane) was used as the transesterification catalyst. This demonstrates the effective use of a less pure recycle stream, which is significant, since 100% molar excess of ethanol... Starting materials: O=C([O-])[O-], CN(C)C=O, NC(=O)CCl, [K+], [K+], O=C(C1CC1)N1CCC(Cc2n[nH]c(=O)n2-c2ccc(-c3ccc4occc4c3)cc2)C1. Yields the product NC(=O)Cn1nc(CC2CCN(C(=O)C3CC3)C2)n(-c2ccc(-c3ccc4occc4c3)cc2)c1=O. RXN SMILES: [C:33](=[O:34])([O-:35])[O-:36].[CH3:44][N:45]([CH3:46])[CH:47]=[O:48].[Cl:39][CH2:40][C:41](=[O:42])[NH2:43].[K+:37].[K+:38].[o:1]1[cH:2][cH:3][c:4]2[c:5]1[cH:6][cH:7][c:8](-[c:10]1[cH:11][cH:12][c:13](-[n:16]3[c:17](=[O:32])[nH:18][n:19][c:20]3[CH2:21][CH:22]3[CH2:23][N:24]([C:27](=[O:28])[CH:29]4[CH2:30][CH2:31]4)[CH2:25][CH2:26]3)[cH:14][cH:15]1)[cH:9]2>>[o:1]1[cH:2][cH:3][c:4]2[c:5]1[cH:6][cH:7][c:8](-[c:10]1[cH:11][cH:12][c:13](-[n:16]3[c:17](=[O:32])[n:18]([CH2:40][C:41](=[O:42])[NH2:43])[n:19][c:20]3[CH2:21][CH:22]3[CH2:23][N:24]([C:27](=[O:28])[CH:29]4[CH2:30][CH2:31]4)[CH2:25][CH2:26]3)[cH:14][cH:15]1)[cH:9]2. The reactants are NC1=CC(=C(C(=O)OC)C=C1N)O (methyl 4,5-diamino-2-hydroxybenzoate), ClC1=C(C(=CC=C1)Cl)N=C=S (1,3-dichloro-2-isothiocyanatobenzene), N,N-di-isopropyl carbodimide. Run in C(C)#N (acetonitrile). Run at time 24 hour. Yields the product ClC1=C(C(=CC=C1)Cl)NC1=NC2=C(N1)C=C(C(=C2)C(=O)OC)O (methyl 2-[(2,6-dichlorophenyl)amino]-6-hydroxy-1H-benzimidazole-5-carboxylate). The yield is 52.2%. RXN SMILES: [NH2:1][C:2]1[C:11]([NH2:12])=[CH:10][C:5]([C:6]([O:8][CH3:9])=[O:7])=[C:4]([OH:13])[CH:3]=1.[Cl:14][C:15]1[CH:20]=[CH:19][CH:18]=[C:17]([Cl:21])[C:16]=1[N:22]=[C:23]=S>C(#N)C>[Cl:14][C:15]1[CH:20]=[CH:19][CH:18]=[C:17]([Cl:21])[C:16]=1[NH:22][C:23]1[NH:1][C:2]2[CH:3]=[C:4]([OH:13])[C:5]([C:6]([O:8][CH3:9])=[O:7])=[CH:10][C:11]=2[N:12]=1. Procedure: To a solution of methyl 4,5-diamino-2-hydroxybenzoate (0.500 g, 2.74 mmol) in acetonitrile (15.0 mL) was added 1,3-dichloro-2-isothiocyanatobenzene (Intermediate-5, 0.550 g, 2.72 mmol). The reaction mass was stirred at RT for 24 h and N,N-di-isopropyl carbodimide (1.0 mL) was added to it. The reaction mass stirred at RT for 4-6 h. The reaction mass was cooled and filtered to afford 0.500 g of the desired product. 1HNMR (DMSO-d6): δ 3.86 (s, 3H), 6.56 (s, 1H), 7.22 (t, J=7.8 Hz, 1H), 7.38 (s, 1H)...